This data is from the Open Reaction Database (ORD), a public repository of structured organic reaction records. The task is: describe an organic reaction: reactants, conditions, products, and yield Reactants: COC=1C(C(C1OC)=O)=O (3,4-dimethoxy-3-cyclobutene-1,2-dione), C(C)N1CCNCC1 (1-ethylpiperazine). Run in C(C)O (ethanol), C(C)O (ethanol). Reaction conditions: time 8 hour. Product: C(C)N1CCN(CC1)C=1C(C(C1N1CCN(CC1)CC)=O)=O (3,4-bis(4-ethyl-1-piperazinyl)-3-cyclobutene-1,2-dione). As a reaction SMILES: CO[C:3]1[C:4](=O)[C:5](=[O:9])[C:6]=1[O:7]C.[CH2:11]([N:13]1[CH2:18][CH2:17][NH:16][CH2:15][CH2:14]1)[CH3:12]>C(O)C>[CH2:11]([N:13]1[CH2:18][CH2:17][N:16]([C:3]2[C:6](=[O:7])[C:5](=[O:9])[C:4]=2[N:16]2[CH2:17][CH2:18][N:13]([CH2:11][CH3:12])[CH2:14][CH2:15]2)[CH2:15][CH2:14]1)[CH3:12]. Procedure: To a stirred, refluxing solution of 0.6 gram of 3,4-dimethoxy-3-cyclobutene-1,2-dione in 20 ml. of absolute ethanol is added dropwise a solution of 1.8 grams of 1-ethylpiperazine and 20 ml. of absolute ethanol. The resulting solution is stirred overnight under a nitrogen atmosphere at room temperature. The reaction mixture is then concentrated under reduced pressure, cooled, and the resultant crystals filtered and dried to afford, as a white solid, 3,4-bis(4-ethyl-1-piperazinyl)-3-cyclobutene-1,... Starting materials: C[Al](C)C, COC(=O)C1CSCC(c2ccc(OC)c(OC)c2)N1, COc1cc(N)ccc1Cl. The product is COc1cc(NC(=O)C2CSCC(c3ccc(OC)c(OC)c3)N2)ccc1Cl. RXN SMILES: [CH3:1][Al:2]([CH3:3])[CH3:4].[CH3:5][O:6][C:7](=[O:8])[CH:9]1[CH2:10][S:11][CH2:12][CH:13]([c:15]2[cH:16][c:17]([O:23][CH3:24])[c:18]([O:21][CH3:22])[cH:19][cH:20]2)[NH:14]1.[Cl:25][c:26]1[c:27]([O:33][CH3:34])[cH:28][c:29]([NH2:30])[cH:31][cH:32]1>>[C:7](=[O:8])([CH:9]1[CH2:10][S:11][CH2:12][CH:13]([c:15]2[cH:16][c:17]([O:23][CH3:24])[c:18]([O:21][CH3:22])[cH:19][cH:20]2)[NH:14]1)[NH:30][c:29]1[cH:28][c:27]([O:33][CH3:34])[c:26]([Cl:25])[cH:32][cH:31]1.